describe an organic reaction: reactants, conditions, products, and yield From a dataset of the Open Reaction Database (ORD), a public repository of structured organic reaction records. Starting materials: O.COC1=NC=CC=C1B(O)O (2-methoxypyridine-3-boronic acid hydrate), BrC=1C=C(N)C=CC1 (3-bromoaniline), C(=O)([O-])[O-].[Na+].[Na+] (Na2CO3). Reagents/catalysts: C=1C=CC(=CC1)[P](C=2C=CC=CC2)(C=3C=CC=CC3)[Pd]([P](C=4C=CC=CC4)(C=5C=CC=CC5)C=6C=CC=CC6)([P](C=7C=CC=CC7)(C=8C=CC=CC8)C=9C=CC=CC9)[P](C=1C=CC=CC1)(C=1C=CC=CC1)C=1C=CC=CC1 (Pd(PPh3)4). Solvent: COCCOC (DME). The product is COC1=NC=CC=C1C=1C=C(C=CC1)N (3-(2-methoxy-pyridin-3-yl)-phenylamine). Isolated yield 80.0%. As a reaction SMILES: O.[CH3:2][O:3][C:4]1[C:9](B(O)O)=[CH:8][CH:7]=[CH:6][N:5]=1.Br[C:14]1[CH:15]=[C:16]([CH:18]=[CH:19][CH:20]=1)[NH2:17].C([O-])([O-])=O.[Na+].[Na+]>COCCOC.C1C=CC([P]([Pd]([P](C2C=CC=CC=2)(C2C=CC=CC=2)C2C=CC=CC=2)([P](C2C=CC=CC=2)(C2C=CC=CC=2)C2C=CC=CC=2)[P](C2C=CC=CC=2)(C2C=CC=CC=2)C2C=CC=CC=2)(C2C=CC=CC=2)C2C=CC=CC=2)=CC=1>[CH3:2][O:3][C:4]1[C:9]([C:14]2[CH:15]=[C:16]([NH2:17])[CH:18]=[CH:19][CH:20]=2)=[CH:8][CH:7]=[CH:6][N:5]=1 |f:0.1,3.4.5,^1:36,38,57,76|. Procedure details: 2-methoxypyridine-3-boronic acid hydrate (0.133 g, 0.872 mmol) and 3-bromoaniline (0.063 mL, 0.581 mmol) were combined in DME (3 mL) in a flame-dried, round-bottom flask. Na2CO3 (2M, 0.610 mL, 1.22 mmol) and Pd(PPh3)4 (0.02 g, 0.017 mmol) were added to the stirred solution. The reaction was refluxed overnight under argon flow, and subsequently cooled to room temperature. The solvent was removed under vacuum and the resulting residue was resuspended in CH2Cl2. The organic phase was dried over MgS...